describe an organic reaction: reactants, conditions, products, and yield From a dataset of the Open Reaction Database (ORD), a public repository of structured organic reaction records. The reactants are c1(ccccc1)CN, [B-](OC(C)=O)(OC(C)=O)OC(C)=O.[Na+], C1CN(C[C@@H](C1=O)O)S(=O)(=O)C. Reagents/catalysts: c1ccc(cc1)-c2c3ccccc3cc4ccccc24 (9-Phenylanthracene). Conditions: temperature 25 celsius, time 18 hour. The product is CS(=O)(=O)N1CC[C@@H](N)[C@@H](O)C1. Reaction SMILES: [Na+].CC(O[BH-](OC(C)=O)OC(C)=O)=O.[NH2:1]Cc1ccccc1.[CH3:2][S:3]([N:6]1[CH2:12][C@H:10]([OH:11])[C:9](=O)[CH2:8][CH2:7]1)(=[O:5])=[O:4]>>[CH3:2][S:3]([N:6]1[CH2:12][C@H:10]([OH:11])[C@H:9]([NH2:1])[CH2:8][CH2:7]1)(=[O:5])=[O:4]. Procedure: A solution of 4.3 g (14 mmol) of 4-(phenylsulfonyl)benzyl bromide and 30 g (0.1 mole) of tris-trimethylsilylphosphite was heated at 120° C. for 18 hours. The excess tris-trimethylsilylphosphite was distilled off under reduced pressure. The residue was dissolved in 200 ml of 9:1 tetrahydrofuran/water and was allowed to stand at room temperature for 18 hours. The tetrahydrofuran was evaporated and the resulting solids were filtered and washed with water to give 1.4 g of product; m.p. 217-219° C. Conditions: time 18 hour. RXN SMILES: [C:1]1([S:7]([C:10]2[CH:17]=[CH:16][C:13]([CH2:14]Br)=[CH:12][CH:11]=2)(=[O:9])=[O:8])[CH:6]=[CH:5][CH:4]=[CH:3][CH:2]=1.C[Si]([O:22][P:23]([O:29][Si](C)(C)C)[O:24][Si](C)(C)C)(C)C>>[C:1]1([S:7]([C:10]2[CH:17]=[CH:16][C:13]([CH2:14][P:23](=[O:22])([OH:29])[OH:24])=[CH:12][CH:11]=2)(=[O:9])=[O:8])[CH:6]=[CH:5][CH:4]=[CH:3][CH:2]=1. Yields the product C1(=CC=CC=C1)S(=O)(=O)C1=CC=C(CP(O)(O)=O)C=C1 (4-(phenylsulfonyl)benzylphosphonic acid). The yield is 32.0%. Starting materials: C1(=CC=CC=C1)S(=O)(=O)C1=CC=C(CBr)C=C1 (4-(phenylsulfonyl)benzyl bromide), C[Si](C)(C)OP(O[Si](C)(C)C)O[Si](C)(C)C (tris-trimethylsilylphosphite).